Dataset: the Open Reaction Database (ORD), a public repository of structured organic reaction records. Task: describe an organic reaction: reactants, conditions, products, and yield As a reaction SMILES: C1(P([N:15]=[N+:16]=[N-:17])(C2C=CC=CC=2)=O)C=CC=CC=1.[C:18]([O:22][C:23](=[O:65])[N:24]([C@@H:47]([CH3:64])[C@H:48]([C:50]1[CH:55]=[C:54]([C:56]([F:59])([F:58])[F:57])[CH:53]=[C:52]([C:60]([F:63])([F:62])[F:61])[CH:51]=1)O)[CH2:25][C:26]1[CH:31]=[C:30]([C:32]([F:35])([F:34])[F:33])[CH:29]=[CH:28][C:27]=1C1C=C(C(C)C)C=CC=1OC)([CH3:21])([CH3:20])[CH3:19].C1C=CC(P([C:79]2[CH:84]=[CH:83][CH:82]=[CH:81]C=2)C2C=CC=CC=2)=CC=1.N(C(OCC)=O)=N[C:87](OCC)=O.[CH2:97]1[CH2:101][O:100][CH2:99][CH2:98]1>CCOC(C)=O>[C:18]([O:22][C:23](=[O:65])[N:24]([C@@H:47]([CH3:64])[C@H:48]([N:15]=[N+:16]=[N-:17])[C:50]1[CH:51]=[C:52]([C:60]([F:62])([F:61])[F:63])[CH:53]=[C:54]([C:56]([F:57])([F:58])[F:59])[CH:55]=1)[CH2:25][C:26]1[CH:31]=[C:30]([C:32]([F:33])([F:34])[F:35])[CH:29]=[CH:28][C:27]=1[C:97]1[CH:98]=[C:83]([CH:82]([CH3:81])[CH3:87])[CH:84]=[CH:79][C:101]=1[O:100][CH3:99])([CH3:19])([CH3:20])[CH3:21]. Conditions: time 30 minute. Reported procedure: A dry flask was charged with THF (1 mL) diethyl azodicarboxylate (DEAD) (11 μL, 0.0698 mmol) and diphenylphosphoryl azide (DPPA) (15 μL, 0.0698 mmol). tert-butyl{(1S,2S)-2-[3,5-bis(trifluoromethyl)phenyl]-2-hydroxy-1-methylethyl}{[5′-isopropyl-2′-methoxy-4-(trifluoromethyl)biphenyl-2-yl]methyl}carbamate (20.7 mg, 0.0698 mmol) was added by cannula in THF (1 mL). Next Ph3P (18.3 mg, 0.0698 mmol) was added. The reaction was stirred at room temperature for 30 min, and then additional DEAD (11 μL, 0.... Solvent: CCOC(=O)C (EtOAc). The product is C(C)(C)(C)OC(N(CC1=C(C=CC(=C1)C(F)(F)F)C1=C(C=CC(=C1)C(C)C)OC)[C@H]([C@@H](C1=CC(=CC(=C1)C(F)(F)F)C(F)(F)F)N=[N+]=[N-])C)=O (tert-butyl{(1S,2R)-2-azido-2-[3,5-bis(trifluoromethyl)phenyl]-1-methylethyl}{[5′-isopropyl-2′-methoxy-4-(trifluoromethyl)biphenyl-2-yl]methyl}carbamate). Reactants: N(=NC(=O)OCC)C(=O)OCC (DEAD), C1(=CC=CC=C1)P(=O)(C1=CC=CC=C1)N=[N+]=[N-] (DPPA), C1=CC=C(C=C1)P(C2=CC=CC=C2)C3=CC=CC=C3 (Ph3P), C(C)(C)(C)OC(N(CC1=C(C=CC(=C1)C(F)(F)F)C1=C(C=CC(=C1)C(C)C)OC)[C@H]([C@@H](O)C1=CC(=CC(=C1)C(F)(F)F)C(F)(F)F)C)=O (tert-butyl{(1S,2S)-2-[3,5-bis(trifluoromethyl)phenyl]-2-hydroxy-1-methylethyl}{[5′-isopropyl-2′-methoxy-4-(trifluoromethyl)biphenyl-2-yl]methyl}carbamate), C1CCOC1 (THF), C1(=CC=CC=C1)P(=O)(C1=CC=CC=C1)N=[N+]=[N-] (diphenylphosphoryl azide), C1CCOC1 (THF), C1=CC=C(C=C1)P(C2=CC=CC=C2)C3=CC=CC=C3 (Ph3P). The solvent is CO (MeOH). Conditions: time 30 minute. Reported procedure: N-[(1R)-1-Cyclopropyl-2,2,2-trifluoroethyl]-2-methylpropane-2-sulfinamide ((S,R), 16.55 g, 68.0 mmol) was dissolved in MeOH (34 ml) and 4 M HCl in dioxane (34.0 ml, 136 mmol) was added. The reaction mixture was allowed to stir for 30 min, and concentrated to half the volume. Ether was added to the mixture, and the resultant precipitate was collected by filtration to give the title compound. The reactants are Cl (HCl), O1CCOCC1 (dioxane), C1(CC1)[C@H](C(F)(F)F)NS(=O)C(C)(C)C (N-[(1R)-1-Cyclopropyl-2,2,2-trifluoroethyl]-2-methylpropane-2-sulfinamide). Yields the product [Cl-].C1(CC1)[C@H](C(F)(F)F)[NH3+] ((1R)-1-Cyclopropyl-2,2,2-trifluoroethanaminium chloride). Reaction SMILES: [CH:1]1([C@@H:4]([NH:9]S(C(C)(C)C)=O)[C:5]([F:8])([F:7])[F:6])[CH2:3][CH2:2]1.[ClH:16].O1CCOCC1>CO>[Cl-:16].[CH:1]1([C@@H:4]([NH3+:9])[C:5]([F:8])([F:7])[F:6])[CH2:3][CH2:2]1 |f:4.5|. The reactants are CC(=O)c1sc(N)nc1C, CC(C)CCON=O, CCOC(C)=O, CN(C)C=O, C1CCOC1, O. Yields the product CC(=O)c1scnc1C. RXN SMILES: [C:1]([CH3:2])(=[O:3])[c:4]1[c:5]([CH3:10])[n:6][c:7]([NH2:9])[s:8]1.[CH2:11]([O:12][N:13]=[O:14])[CH2:15][CH:16]([CH3:17])[CH3:18].[CH3:19][CH2:20][O:21][C:22](=[O:23])[CH3:24].[CH3:31][N:32]([CH3:33])[CH:34]=[O:35].[O:26]1[CH2:27][CH2:28][CH2:29][CH2:30]1.[OH2:25]>>[C:1]([CH3:2])(=[O:3])[c:4]1[c:5]([CH3:10])[n:6][cH:7][s:8]1. Yields the product O(P(OCC1=CC=CC=C1)(=O)OP(=O)(OCC1=CC=CC=C1)OCC1=CC=CC=C1)CC1=CC=CC=C1 (Tetrabenzyl Pyrophosphate). Run at time 2 hour. Procedure: A flask fitted with a nitrogen inlet, overhead stirrer, teflon-coated thermocouple probe, and pressure-equalizing addition funnel was charged with 350 milliliters of dry (water content ≤50 μg/mL), peroxide-free tetrahydrofuran, followed by 50.0 grams (174 millimoles) of dibenzylphosphoric acid (DBP), and the resulting mixture was stirred until the solid dissolved (about 10-15 minutes). A solution of 18.9 grams (91.6 millimoles) of dicyclohexylcarbodiimide (DCC) in 215 milliliters of THF was adde... The solvent is C(C)#N (acetonitrile), O (water). Reaction SMILES: [CH2:1]([O:8][P:9](=[O:19])([OH:18])[O:10][CH2:11][C:12]1[CH:17]=[CH:16][CH:15]=[CH:14][CH:13]=1)[C:2]1[CH:7]=[CH:6][CH:5]=[CH:4][CH:3]=1>O.C(#N)C>[O:10]([CH2:11][C:12]1[CH:17]=[CH:16][CH:15]=[CH:14][CH:13]=1)[P:9]([O:18][P:9]([O:8][CH2:1][C:2]1[CH:7]=[CH:6][CH:5]=[CH:4][CH:3]=1)([O:10][CH2:11][C:12]1[CH:17]=[CH:16][CH:15]=[CH:14][CH:13]=1)=[O:18])(=[O:19])[O:8][CH2:1][C:2]1[CH:7]=[CH:6][CH:5]=[CH:4][CH:3]=1. Starting materials: 300A, C(C1=CC=CC=C1)OP(OCC1=CC=CC=C1)(O)=O (DBP). Starting materials: COC(=O)c1ccc(C(=O)c2ccccc2)o1, CO, [Na+], [OH-]. Product: O=C(O)c1ccc(C(=O)c2ccccc2)o1. As a reaction SMILES: [CH3:1][O:2][C:3](=[O:4])[c:5]1[o:6][c:7]([C:10]([c:11]2[cH:12][cH:13][cH:14][cH:15][cH:16]2)=[O:17])[cH:8][cH:9]1.[CH3:20][OH:21].[Na+:19].[OH-:18]>>[O:2]=[C:3]([OH:4])[c:5]1[o:6][c:7]([C:10]([c:11]2[cH:12][cH:13][cH:14][cH:15][cH:16]2)=[O:17])[cH:8][cH:9]1. Reactants: CC(=O)OC(C)=O, CC(C)OC(=O)N1CCCC(NCc2cc(C(F)(F)F)cc(C(F)(F)F)c2)c2ccccc21, ClCCl, [Na+], [OH-], c1ccncc1. Product: CC(=O)N(Cc1cc(C(F)(F)F)cc(C(F)(F)F)c1)C1CCCN(C(=O)OC(C)C)c2ccccc21. As a reaction SMILES: [CH3:40][C:41](=[O:42])[O:43][C:44](=[O:45])[CH3:46].[CH:1]([CH3:2])([CH3:3])[O:4][C:5](=[O:6])[N:7]1[c:8]2[c:9]([cH:30][cH:31][cH:32][cH:33]2)[CH:10]([NH:14][CH2:15][c:16]2[cH:17][c:18]([C:26]([F:27])([F:28])[F:29])[cH:19][c:20]([C:22]([F:23])([F:24])[F:25])[cH:21]2)[CH2:11][CH2:12][CH2:13]1.[Cl:49][CH2:50][Cl:51].[Na+:48].[OH-:47].[cH:34]1[cH:35][cH:36][n:37][cH:38][cH:39]1>>[CH:1]([CH3:2])([CH3:3])[O:4][C:5](=[O:6])[N:7]1[c:8]2[c:9]([cH:30][cH:31][cH:32][cH:33]2)[CH:10]([N:14]([CH2:15][c:16]2[cH:17][c:18]([C:26]([F:27])([F:28])[F:29])[cH:19][c:20]([C:22]([F:23])([F:24])[F:25])[cH:21]2)[C:41]([CH3:40])=[O:42])[CH2:11][CH2:12][CH2:13]1. The reactants are O=P(Cl)(Cl)Cl (POCl3), FCCN(C=1C=C(C=CC1)O)C (3-[(2-Fluoro-ethyl)-methyl-amino]-phenol), C([O-])(O)=O.[Na+] (sodium bicarbonate). Run in CN(C)C=O (DMF). Reaction conditions: time 10 minute. The product is FCCN(C1=CC(=C(C=O)C=C1)O)C (4-[(2-Fluoro-ethyl)-methyl-amino]-2-hydroxy-benzaldehyde). The yield is 66.0%. RXN SMILES: [F:1][CH2:2][CH2:3][N:4]([CH3:12])[C:5]1[CH:6]=[C:7]([OH:11])[CH:8]=[CH:9][CH:10]=1.O=P(Cl)(Cl)Cl.[C:18](=O)(O)[O-:19].[Na+]>CN(C=O)C>[F:1][CH2:2][CH2:3][N:4]([CH3:12])[C:5]1[CH:10]=[CH:9][C:8]([CH:18]=[O:19])=[C:7]([OH:11])[CH:6]=1 |f:2.3|. Procedure: 169 mg (1 mmol) 3-[(2-Fluoro-ethyl)-methyl-amino]-phenol are dissolved in 4 mL DMF and cooled below 10° C. 0.101 mL (1.1 eq.) POCl3 are added dropwise over the course of one minute, the reaction mixture is stirred 10 minutes at room temperature, then heated to 90° C. for 30 minutes. The reaction mixture is allowed to cool to 30° C. and cautiously treated with a slow addition of 8 mL saturated aqueous sodium bicarbonate solution. The desired product is extracted with ethyl acetate and saline, the... Reactants: COC(C(CC1=CC=C(C2=C1SC=C2)O)OCC)=O ([rac]-2-ethoxy-3-(4-hydroxy-benzo[b]thiophen-7-yl)-propionic acid methyl ester), C1(=CC=CC=C1)P(C1=CC=CC=C1)C1=CC=CC=C1 (triphenylphosphine), ClC1=CC=C(C=C1)C=1OC(=C(N1)CCO)C (2-[2-(4-chloro-phenyl)-5-methyl-oxazol-4-yl]-ethanol), ClC1=CC=C(C=O)C=C1 (4-chloro-benzaldehyde), ClC1=CC=C(C=C1)C=1OC(=C(N1)CCO)C (2-[2-(4-chloro-phenyl)-5-methyl-oxazol-4-yl]-ethanol), N(=NC(=O)OCC)C(=O)OCC (DEAD). Product: COC(C(CC1=CC=C(C2=C1SC=C2)OCCC=2N=C(OC2C)C2=CC=C(C=C2)Cl)OCC)=O ([rac]-3-(4-{2-[2-(4-chloro-phenyl)-5-methyl-oxazol-4-yl]-ethoxy}-benzo[b]thiophen-7-yl)-2-ethoxy-propionic acid methyl ester). Reaction SMILES: [CH3:1][O:2][C:3](=[O:19])[CH:4]([O:16][CH2:17][CH3:18])[CH2:5][C:6]1[C:11]2[S:12][CH:13]=[CH:14][C:10]=2[C:9]([OH:15])=[CH:8][CH:7]=1.[Cl:20][C:21]1[CH:26]=[CH:25][C:24]([C:27]2[O:28][C:29]([CH3:35])=[C:30]([CH2:32][CH2:33]O)[N:31]=2)=[CH:23][CH:22]=1.ClC1C=CC(C=O)=CC=1.C1(P(C2C=CC=CC=2)C2C=CC=CC=2)C=CC=CC=1.N(C(OCC)=O)=NC(OCC)=O>>[CH3:1][O:2][C:3](=[O:19])[CH:4]([O:16][CH2:17][CH3:18])[CH2:5][C:6]1[C:11]2[S:12][CH:13]=[CH:14][C:10]=2[C:9]([O:15][CH2:33][CH2:32][C:30]2[N:31]=[C:27]([C:24]3[CH:25]=[CH:26][C:21]([Cl:20])=[CH:22][CH:23]=3)[O:28][C:29]=2[CH3:35])=[CH:8][CH:7]=1. Procedure details: In analogy to the procedure described in example 17 a], [rac]-2-ethoxy-3-(4-hydroxy-benzo[b]thiophen-7-yl)-propionic acid methyl ester was reacted with 2-[2-(4-chloro-phenyl)-5-methyl-oxazol-4-yl]-ethanol (prepared by conversion of the 4-chloro-benzaldehyde into 2-[2-(4-chloro-phenyl)-5-methyl-oxazol-4-yl]-ethanol in analogy to the sequence described in examples 21 a] to 21 e]) in the presence of triphenylphosphine and DEAD (diethyl azodicarboxylate) to yield [rac]-3-(4-{2-[2-(4-chloro-phenyl)-5... Reactants: ClCCl, Cc1c(C(N)=O)sc2ncnc(Nc3ccc(F)cc3OC3CCOCC3)c12, O=C(OC(=O)C(F)(F)F)C(F)(F)F, c1ccncc1. The product is Cc1c(C#N)sc2ncnc(Nc3ccc(F)cc3OC3CCOCC3)c12. Reaction SMILES: [Cl:42][CH2:43][Cl:44].[F:1][c:2]1[cH:3][c:4]([O:22][CH:23]2[CH2:24][CH2:25][O:26][CH2:27][CH2:28]2)[c:5]([NH:8][c:9]2[c:10]3[c:11]([n:12][cH:13][n:14]2)[s:15][c:16]([C:19](=[O:20])[NH2:21])[c:17]3[CH3:18])[cH:6][cH:7]1.[F:29][C:30]([F:31])([F:32])[C:33]([O:34][C:35](=[O:36])[C:37]([F:38])([F:39])[F:40])=[O:41].[cH:45]1[cH:46][cH:47][n:48][cH:49][cH:50]1>>[F:1][c:2]1[cH:3][c:4]([O:22][CH:23]2[CH2:24][CH2:25][O:26][CH2:27][CH2:28]2)[c:5]([NH:8][c:9]2[c:10]3[c:11]([n:12][cH:13][n:14]2)[s:15][c:16]([C:19]#[N:21])[c:17]3[CH3:18])[cH:6][cH:7]1. Reactants: C=1C=CC2=C(C1)N=NN2O (HOBt), CCN=C=NCCCN(C)C.Cl (EDCI hydrochloride), CN1C(N(C(C=2C1=CSC2C)=O)C)=O (1,3,5-trimethylthieno[3,4-d]pyrimidine-2,4(1H,3H)-dione), ClC1=CC=C(C=C1)C=1N=C(SC1)N (4-(4-chlorophenyl)-1,3-thiazol-2-amine). Run in ClCCCl (1,2 dichloroethane). The reagents and catalysts are CN(C)C=1C=CN=CC1 (DMAP). Reported procedure: The title compound was prepared according to the general procedure (Method A) by coupling Intermediate 1 (200 mg, 0.709 mmol) with 4-(4-chlorophenyl)-1,3-thiazol-2-amine (149 mg, 0.709 mmol) in the presence of EDCI hydrochloride (163 mg, 0.851 mmol), HOBt (28 mg, 0.212 mmol) and DMAP (8.60 mg, 0.079 mmol) in 1,2 dichloroethane (4 ml) to give 95 mg of the product as an off-white solid; 1H NMR (300 MHz, DMSO-d6) δ 3.19 (s, 3H), 3.47 (s, 3H), 4.06 (s, 2H), 7.07 (s, 1H), 7.50 (d, J=8.4 Hz, 2H), 7.66... Product: ClC1=CC=C(C=C1)C=1N=C(SC1)NC(CC1=CSC=2N(C(N(C(C21)=O)C)=O)C)=O (N-[4-(4-Chlorophenyl)-1,3-thiazol-2-yl]-2-(1,3-dimethyl-2,4-dioxo-1,2,3,4-tetrahydrothieno[2,3-d]pyrimidin-5-yl)acetamide), product. Reaction SMILES: [CH3:1][N:2]1[C:7]2=[CH:8][S:9][C:10](C)=[C:6]2[C:5](=[O:12])[N:4]([CH3:13])[C:3]1=[O:14].[Cl:15][C:16]1[CH:21]=[CH:20][C:19]([C:22]2[N:23]=[C:24]([NH2:27])[S:25][CH:26]=2)=[CH:18][CH:17]=1.CCN=C=NC[CH2:34][CH2:35]N(C)C.Cl.C1C=CC2N([OH:49])N=NC=2C=1>CN(C1C=CN=CC=1)C.ClCCCl>[Cl:15][C:16]1[CH:17]=[CH:18][C:19]([C:22]2[N:23]=[C:24]([NH:27][C:34](=[O:49])[CH2:35][C:7]3[C:6]4[C:5](=[O:12])[N:4]([CH3:13])[C:3](=[O:14])[N:2]([CH3:1])[C:10]=4[S:9][CH:8]=3)[S:25][CH:26]=2)=[CH:20][CH:21]=1 |f:2.3|.